From a dataset of the Open Reaction Database (ORD), a public repository of structured organic reaction records. describe an organic reaction: reactants, conditions, products, and yield As a reaction SMILES: N1CCCCC1.[CH3:7][O:8][C:9]1[C:53]([O:54][CH2:55][CH2:56][CH2:57][O:58][C:59]2[C:60]([O:86][CH3:87])=[CH:61][C:62]3[C:68](=[O:69])[N:67]4[CH:70]=[C:71](/[CH:73]=[CH:74]/[CH3:75])[CH2:72][C@H:66]4[C:65](=[O:76])[N:64]([CH2:77][O:78][CH2:79][CH2:80][Si:81]([CH3:84])([CH3:83])[CH3:82])[C:63]=3[CH:85]=2)=[CH:52][C:12]2[N:13]([CH2:44][O:45][CH2:46][CH2:47][Si:48]([CH3:51])([CH3:50])[CH3:49])[C:14](=[O:43])[C@@H:15]3[CH2:21][C:20](/[CH:22]=[CH:23]/[CH2:24][NH:25]C(=O)OCC4C5C=CC=CC=5C5C4=CC=CC=5)=[CH:19][N:16]3[C:17](=[O:18])[C:11]=2[CH:10]=1>CN(C=O)C>[NH2:25][CH2:24]/[CH:23]=[CH:22]/[C:20]1[CH2:21][C@H:15]2[C:14](=[O:43])[N:13]([CH2:44][O:45][CH2:46][CH2:47][Si:48]([CH3:51])([CH3:50])[CH3:49])[C:12]3[CH:52]=[C:53]([O:54][CH2:55][CH2:56][CH2:57][O:58][C:59]4[C:60]([O:86][CH3:87])=[CH:61][C:62]5[C:68](=[O:69])[N:67]6[CH:70]=[C:71](/[CH:73]=[CH:74]/[CH3:75])[CH2:72][C@H:66]6[C:65](=[O:76])[N:64]([CH2:77][O:78][CH2:79][CH2:80][Si:81]([CH3:84])([CH3:83])[CH3:82])[C:63]=5[CH:85]=4)[C:9]([O:8][CH3:7])=[CH:10][C:11]=3[C:17](=[O:18])[N:16]2[CH:19]=1. Yield: 100.0%. Reactants: N1CCCCC1 (Piperidine), COC1=CC2=C(N(C([C@H]3N(C2=O)C=C(C3)/C=C/CNC(OCC3C2=CC=CC=C2C=2C=CC=CC32)=O)=O)COCC[Si](C)(C)C)C=C1OCCCOC=1C(=CC3=C(N(C([C@H]2N(C3=O)C=C(C2)\C=C\C)=O)COCC[Si](C)(C)C)C1)OC ((9H-fluoren-9-yl)methyl(E)-3-((S)-7-methoxy-8-(3-((S)-7-methoxy-5,11-dioxo-2-((E)-prop-1-enyl)-10-((2-(trimethylsilyl)ethoxy)methyl)-5,10,11,11a-tetrahydro-1H-benzo[e]pyrrolo[1,2-a][1,4]diazepin-8-yloxy)propoxy)-5,11-dioxo-10-((2-(trimethylsilyl)ethoxy)methyl)-5,10,11,11a-tetrahydro-1H-benzo[e]pyrrolo[1,2-a][1,4]diazepin-2-yl)allylcarbamate). Run at time 20 minute. Solvent: CN(C)C=O (DMF). Product: NC/C=C/C=1C[C@@H]2N(C(C3=C(N(C2=O)COCC[Si](C)(C)C)C=C(C(=C3)OC)OCCCOC=3C(=CC2=C(N(C([C@H]4N(C2=O)C=C(C4)\C=C\C)=O)COCC[Si](C)(C)C)C3)OC)=O)C1 ((S)-2-((E)-3-aminoprop-1-enyl)-7-methoxy-8-(3-((S)-7-methoxy-5,11-dioxo-2-((E)-prop-1-enyl)-10-((2-(trimethylsilyl)ethoxy)methyl)-5,10,11,11a-tetrahydro-1H-benzo[e]pyrrolo[1,2-a][1,4]diazepin-8-yloxy)propoxy)-10-((2-(trimethylsilyl)ethoxy)methyl)-1H-benzo[e]pyrrolo[1,2-a][1,4]diazepine-5,11(10H,11aH)-dione). Reported procedure: Piperidine (0.40 mL, 4.0 mmol, 12 eq.) was added to a stirred solution of Fmoc amine 14c (0.380 g, 0.334 mmol, 1.0 eq.) in DMF (5.0 mL). After stirring at room temperature for 20 minutes, LCMS analysis indicated consumption of starting material and the reaction mixture was diluted with DCM (300 mL) and washed with water (3×300 mL). The organic layer was dried over MgSO4, filtered and concentrated to dryness under reduced pressure to afford the crude product which did not undergo further purifica... Starting materials: C1CCOC1, COC(=O)c1cc2ccc(-c3ccc(C)cc3)cc2n1CC(=O)NCCN(C)C1CCCCC1, [Na+], [OH-]. Yields the product Cc1ccc(-c2ccc3cc(C(=O)O)n(CC(=O)NCCN(C)C4CCCCC4)c3c2)cc1. Reaction SMILES: [CH2:37]1[O:38][CH2:39][CH2:40][CH2:41]1.[CH3:1][O:2][C:3](=[O:4])[c:5]1[n:6]([CH2:21][C:22]([NH:23][CH2:24][CH2:25][N:26]([CH3:27])[CH:28]2[CH2:29][CH2:30][CH2:31][CH2:32][CH2:33]2)=[O:34])[c:7]2[cH:8][c:9](-[c:14]3[cH:15][cH:16][c:17]([CH3:20])[cH:18][cH:19]3)[cH:10][cH:11][c:12]2[cH:13]1.[Na+:36].[OH-:35]>>[O:2]=[C:3]([OH:4])[c:5]1[n:6]([CH2:21][C:22]([NH:23][CH2:24][CH2:25][N:26]([CH3:27])[CH:28]2[CH2:29][CH2:30][CH2:31][CH2:32][CH2:33]2)=[O:34])[c:7]2[cH:8][c:9](-[c:14]3[cH:15][cH:16][c:17]([CH3:20])[cH:18][cH:19]3)[cH:10][cH:11][c:12]2[cH:13]1.